From a dataset of the Open Reaction Database (ORD), a public repository of structured organic reaction records. describe an organic reaction: reactants, conditions, products, and yield Starting materials: polyphosphoric acid, CC1=CC=C(NC2=C(C(=O)O)C=C(C(=C2)C(=O)O)NC2=CC=C(C=C2)C)C=C1 (2,5-di(4-methylanilino)terephthalic acid), CO (methanol). The solvent is O (water). Reaction conditions: temperature 123 celsius, time 3 hour. Product: CC1=CC2=C(C=C1)NC3=CC4=C(C=C3C2=O)NC5=C(C4=O)C=C(C=C5)C (2,9-dimethylquinacridone). The yield is 97.3%. As a reaction SMILES: [CH3:1][C:2]1[CH:28]=[CH:27][C:5]([NH:6][C:7]2[CH:15]=[C:14]([C:16]([OH:18])=O)[C:13]([NH:19][C:20]3[CH:25]=[CH:24][C:23]([CH3:26])=[CH:22][CH:21]=3)=[CH:12][C:8]=2[C:9](O)=[O:10])=[CH:4][CH:3]=1.CO>O>[CH3:1][C:2]1[CH:28]=[CH:27][C:5]2[NH:6][C:7]3[C:8]([C:9](=[O:10])[C:4]=2[CH:3]=1)=[CH:12][C:13]1[NH:19][C:20]2[CH:25]=[CH:24][C:23]([CH3:26])=[CH:22][C:21]=2[C:16](=[O:18])[C:14]=1[CH:15]=3. Procedure details: To 300 g of polyphosphoric acid (112% phosphoric acid) heated at 88° C. was added 68.2 g of 2,5-di(4-methylanilino)terephthalic acid over a period of 35 minutes, the temperature being maintained below 120° C. by adjustment of the addition rate. The reaction mixture was heated at 123° C. for two hours. The melt was cooled to 93° C. and then slowly poured into 494 g of methanol, the temperature being maintained below 64° C. by external cooling and adjustment of melt addition rate. The slurry was h... The reactants are C[C@]12C(C([C@H](CC1)C2(C)C)=O)=O ((1S,4R)-1,7,7-trimethyl-bicyclo [2.2.1]heptane-2,3-dione), COP(OC)(=O)CC(=O)C=1C=NN(C1C1=CC=CC=C1)C(C)(C)C ([2-(1-tert-Butyl-5-phenyl-1H-pyrazol-4-yl)-2-oxo-ethyl]-phosphonic acid dimethyl ester), O.NN (hydrazine monohydrate). Yields the product C(C)(C)(C)N1N=CC(=C1C1=CC=CC=C1)C1=NN=C2[C@]3(CC[C@@H](C2=C1)C3(C)C)C ((1S,8R)-5-(1-tert-Butyl-5-phenyl-1H-pyrazol-4-yl)-1,11,11-trimethyl-3,4-diaza-tricyclo[6.2.1.02,7]undeca-2,4,6-triene). RXN SMILES: [CH3:1][C@@:2]12[C:8]([CH3:10])([CH3:9])[C@@H:5]([CH2:6][CH2:7]1)[C:4](=O)[C:3]2=O.COP([CH2:19][C:20]([C:22]1[CH:23]=[N:24][N:25]([C:33]([CH3:36])([CH3:35])[CH3:34])[C:26]=1[C:27]1[CH:32]=[CH:31][CH:30]=[CH:29][CH:28]=1)=O)(=O)OC.O.[NH2:38][NH2:39]>>[C:33]([N:25]1[C:26]([C:27]2[CH:32]=[CH:31][CH:30]=[CH:29][CH:28]=2)=[C:22]([C:20]2[CH:19]=[C:4]3[C:3]([C@:2]4([CH3:1])[C:8]([CH3:10])([CH3:9])[C@H:5]3[CH2:6][CH2:7]4)=[N:39][N:38]=2)[CH:23]=[N:24]1)([CH3:36])([CH3:35])[CH3:34] |f:2.3|. Procedure details: light yellow solid. MS (EI): 386.3 (M+). Prepared from (1S,4R)-1,7,7-trimethyl-bicyclo [2.2.1]heptane-2,3-dione, [2-(1-tert-Butyl-5-phenyl-1H-pyrazol-4-yl)-2-oxo-ethyl]-phosphonic acid dimethyl ester, hydrazine monohydrate. The reactants are ClC=1SC2=C(N1)C=CC(=C2)Cl (2,6-dichlorobenzothiazole), ClC=1SC2=C(N1)C=CC(=C2)Cl (2,6-dichlorobenzothiazole), FC1=C(N)C=CC(=C1)I (2-fluoro-4-iodoaniline), Cl (HCl). The solvent is C(CCC)O (BuOH). Conditions: temperature 90 celsius. Product: IC1=CC(=C(C=C1)NC=1SC2=C(N1)C=CC(=C2)Cl)F (N-(4-Iodo-2-fluorophenyl)-6-chloro-1,3-benzothiazol-2-amine). The yield is 37.8%. RXN SMILES: Cl[C:2]1[S:3][C:4]2[CH:10]=[C:9]([Cl:11])[CH:8]=[CH:7][C:5]=2[N:6]=1.[F:12][C:13]1[CH:19]=[C:18]([I:20])[CH:17]=[CH:16][C:14]=1[NH2:15].Cl>C(O)CCC>[I:20][C:18]1[CH:17]=[CH:16][C:14]([NH:15][C:2]2[S:3][C:4]3[CH:10]=[C:9]([Cl:11])[CH:8]=[CH:7][C:5]=3[N:6]=2)=[C:13]([F:12])[CH:19]=1. Procedure: A mixture of 2,6-dichlorobenzothiazole (1.0 g, 4.9 mmol) and 2-fluoro-4-iodoaniline (2.32 g, 9.8 mmol) in 20 mL BuOH was stirred at 90° C., and then HCl (4 M in dioxane, 1.0 mL) was added. The reaction mixture was stirred with heating at 90° C. overnight, under argon. NMR analysis then showed little 2,6-dichlorobenzothiazole remaining. After BuOH was removed by rotary evaporation, EtOAc (100 mL) and 1 N aqueous HCl (100 mL) were added. The organic layer was separated and washed with 1 N aqueous ... The reactants are COC(=O)C1C=CC(NC(=O)OC(C)(C)C)C1, C[Si](C)(C)[N-][Si](C)(C)C, IC1CCOC1, [Li+], C1CCOC1. The product is COC(=O)C1(C2CCOC2)C=CC(NC(=O)OC(C)(C)C)C1. RXN SMILES: [C:11]([CH3:12])([CH3:13])([CH3:14])[O:15][C:16](=[O:17])[NH:18][CH:19]1[CH:20]=[CH:21][CH:22]([C:24](=[O:25])[O:26][CH3:27])[CH2:23]1.[CH3:1][Si:2]([CH3:3])([CH3:4])[N-:5][Si:6]([CH3:7])([CH3:8])[CH3:9].[I:28][CH:29]1[CH2:30][O:31][CH2:32][CH2:33]1.[Li+:10].[O:34]1[CH2:35][CH2:36][CH2:37][CH2:38]1>>[C:11]([CH3:12])([CH3:13])([CH3:14])[O:15][C:16](=[O:17])[NH:18][CH:19]1[CH:20]=[CH:21][C:22]([C:24](=[O:25])[O:26][CH3:27])([CH:29]2[CH2:30][O:31][CH2:32][CH2:33]2)[CH2:23]1. Reactants: COC(=O)N1CC(=C(C(C1)C)O)C(=O)OCC ((RS)-ethyl 1-methoxycarbonyl-4-hydroxy-5-methyl-1,2,5,6-tetrahydropyridine-3-carboxylate), C(CO)O (ethylene glycol), C1(=CC=C(C=C1)S(=O)(=O)O)C (4-toluenesulfonic acid), C1(=CC=CC=C1)C (toluene). The solvent is O (water). Product: C1COC(OCC)(C2CN(CC(C2=O)C)C(=O)OC)O1 ((RS)-Ethyl 1-methoxycarbonyl-4-oxo-5-methylpiperidine-3-carboxylate ethylene ketal). Reaction SMILES: [CH3:1][O:2][C:3]([N:5]1[CH2:10][CH:9]([CH3:11])[C:8]([OH:12])=[C:7]([C:13]([O:15][CH2:16][CH3:17])=O)[CH2:6]1)=[O:4].[CH2:18]([OH:21])[CH2:19][OH:20].C1(C)C=CC(S(O)(=O)=O)=CC=1.C1(C)C=CC=CC=1>O>[CH2:18]1[O:21][C:13]([CH:7]2[C:8](=[O:12])[CH:9]([CH3:11])[CH2:10][N:5]([C:3]([O:2][CH3:1])=[O:4])[CH2:6]2)([O:15][CH2:16][CH3:17])[O:20][CH2:19]1. Procedure details: A mixture of 1.9 g (7.8 mmol) of (RS)-ethyl 1-methoxycarbonyl-4-hydroxy-5-methyl-1,2,5,6-tetrahydropyridine-3-carboxylate (prepared as described in Acta Chem. Scand. B32, 327 (1978)), ethylene glycol (2.2 ml), 4-toluenesulfonic acid (0.15 g), and toluene was refluxed for 20 hours using a Dean-Stark water separator. The mixture was washed with aqueous sodium bicarbonate, dried and evaporated in vacuo. The crude product was distilled at 0.5 mm Hg, B.P. 148°-152° C. Yield 1.6 g. The reactants are C=CC#N, C1COCCO1, O, O=C(OCc1ccccc1)c1cc2ccccc2[nH]1. The product is N#CCCn1c(C(=O)OCc2ccccc2)cc2ccccc21. As a reaction SMILES: [CH2:1]=[CH:2][C:3]#[N:4].[O:25]1[CH2:26][CH2:27][O:28][CH2:29][CH2:30]1.[OH2:24].[nH:5]1[c:6]([C:14](=[O:15])[O:16][CH2:17][c:18]2[cH:19][cH:20][cH:21][cH:22][cH:23]2)[cH:7][c:8]2[cH:9][cH:10][cH:11][cH:12][c:13]12>>[CH2:1]([CH2:2][C:3]#[N:4])[n:5]1[c:6]([C:14](=[O:15])[O:16][CH2:17][c:18]2[cH:19][cH:20][cH:21][cH:22][cH:23]2)[cH:7][c:8]2[cH:9][cH:10][cH:11][cH:12][c:13]12. The reactants are BrCC=1C(=NC2=CC(=C(C=C2C1C(=O)OC)S(=O)(=O)C(C)C)OC)C1=CC(=CC=C1)C(F)(F)F (methyl 3-(bromomethyl)-6-[(1-methylethyl)sulfonyl]-7-(methyloxy)-2-[3-(trifluoromethyl)phenyl]-4-quinolinecarboxylate), N1CCC(CC1)N1CCOCC1 (4-(4-piperidinyl)morpholine). Solvent: C(C)#N (acetonitrile). Run at time 3 hour. Product: CC(C)S(=O)(=O)C=1C=C2C(=C(C(=NC2=CC1OC)C1=CC(=CC=C1)C(F)(F)F)CN1CCC(CC1)N1CCOCC1)C(=O)OC (methyl 6-[(1-methylethyl)sulfonyl]-7-(methyloxy)-3-{[4-(4-morpholinyl)-1-piperidinyl]methyl}-2-[3-(trifluoromethyl)phenyl]-4-quinolinecarboxylate). The yield is 64.8%. RXN SMILES: Br[CH2:2][C:3]1[C:4]([C:25]2[CH:30]=[CH:29][CH:28]=[C:27]([C:31]([F:34])([F:33])[F:32])[CH:26]=2)=[N:5][C:6]2[C:11]([C:12]=1[C:13]([O:15][CH3:16])=[O:14])=[CH:10][C:9]([S:17]([CH:20]([CH3:22])[CH3:21])(=[O:19])=[O:18])=[C:8]([O:23][CH3:24])[CH:7]=2.[NH:35]1[CH2:40][CH2:39][CH:38]([N:41]2[CH2:46][CH2:45][O:44][CH2:43][CH2:42]2)[CH2:37][CH2:36]1>C(#N)C>[CH3:21][CH:20]([S:17]([C:9]1[CH:10]=[C:11]2[C:6](=[CH:7][C:8]=1[O:23][CH3:24])[N:5]=[C:4]([C:25]1[CH:30]=[CH:29][CH:28]=[C:27]([C:31]([F:33])([F:32])[F:34])[CH:26]=1)[C:3]([CH2:2][N:35]1[CH2:40][CH2:39][CH:38]([N:41]3[CH2:46][CH2:45][O:44][CH2:43][CH2:42]3)[CH2:37][CH2:36]1)=[C:12]2[C:13]([O:15][CH3:16])=[O:14])(=[O:19])=[O:18])[CH3:22]. Reported procedure: A suspension of methyl 3-(bromomethyl)-6-[(1-methylethyl)sulfonyl]-7-(methyloxy)-2-[3-(trifluoromethyl)phenyl]-4-quinolinecarboxylate (1.025 g, 1.83 mmol) and 4-(4-piperidinyl)morpholine (0.405 g, 2.379 mmol) in acetonitrile (10 mL) was stirred for 3 h. The solvent was removed under reduced pressure, and the residue was dissolved in DMSO and purified via HPLC (Biotage RP, 0-50% MeCN/H2O with 0.1% TFA). The fractions containing the product were neutralized with saturated aqueous NaHCO3 and extrac... Isolated yield 57.3%. Product: O1C=CC2=C1C=CC(=C2)CN(C(\C=C\C=2C=NC=1NC(CCC1C2)=O)=O)C ((E)-N-(benzofuran-5-ylmethyl)-N-methyl-3-(7-oxo-5,6,7,8-tetrahydro-1,8-naphthyridin-3-yl)acrylamide). The reactants are O1C=CC2=C1C=CC(=C2)CNC (benzofuran-5-yl-N-methylmethanamine), Cl.O=C1CCC=2C=C(C=NC2N1)C=CC(=O)O (3-(7-oxo-5,6,7,8-tetrahydro-[1,8]naphthyridin-3-yl)-acrylic acid hydrochloride), C=1C=CC2=C(C1)N=NN2O (HOBt), CCN(C(C)C)C(C)C (DIPEA), CCN=C=NCCCN(C)C.Cl (EDC hydrochloride). As a reaction SMILES: [O:1]1[C:5]2[CH:6]=[CH:7][C:8]([CH2:10][NH:11][CH3:12])=[CH:9][C:4]=2[CH:3]=[CH:2]1.Cl.[O:14]=[C:15]1[NH:24][C:23]2[N:22]=[CH:21][C:20]([CH:25]=[CH:26][C:27]([OH:29])=O)=[CH:19][C:18]=2[CH2:17][CH2:16]1.C1C=CC2N(O)N=NC=2C=1.CCN(C(C)C)C(C)C.CCN=C=NCCCN(C)C.Cl>CN(C=O)C.O>[O:1]1[C:5]2[CH:6]=[CH:7][C:8]([CH2:10][N:11]([CH3:12])[C:27](=[O:29])/[CH:26]=[CH:25]/[C:20]3[CH:21]=[N:22][C:23]4[NH:24][C:15](=[O:14])[CH2:16][CH2:17][C:18]=4[CH:19]=3)=[CH:9][C:4]=2[CH:3]=[CH:2]1 |f:1.2,5.6|. Procedure: To a solution of benzofuran-5-yl-N-methylmethanamine (297 mg, 1.84 mmol), 3-(7-oxo-5,6,7,8-tetrahydro-[1,8]naphthyridin-3-yl)-acrylic acid hydrochloride (474 mg, 1.86 mmol), HOBt (252 mg, 1.86 mmol) and DIPEA (1.32 mL, 7.58 mmol) in anhydrous DMF (30 mL) was added EDC hydrochloride (357 mg, 1.86 mmol). The mixture was stirred overnight at 40° C. Water (70 mL) was added and the solution was stirred for 1 h. The reaction mixture was extracted with ethyl acetate (3×100 mL). Combined organic layers ... Solvent: CN(C)C=O (DMF), O (Water). Conditions: temperature 40 celsius, time 8 hour. The reactants are CC(CO)(C(C(C)C)O)C (2,2,4-trimethyl-1,3-pentanediol), C(C1=CC=CC=C1)(=O)OC (methyl benzoate). Product: C(C1=CC=CC=C1)(=O)OCC(C(C(C)C)OC(C1=CC=CC=C1)=O)(C)C (2,2,4-trimethyl-1,3-pentanediol dibenzoate). RXN SMILES: [CH3:1][C:2]([CH3:10])([CH:5]([OH:9])[CH:6]([CH3:8])[CH3:7])[CH2:3][OH:4].[C:11]([O:19]C)(=O)[C:12]1[CH:17]=[CH:16][CH:15]=[CH:14][CH:13]=1>>[C:11]([O:4][CH2:3][C:2]([CH3:10])([CH3:1])[CH:5]([O:9][C:11](=[O:19])[C:12]1[CH:13]=[CH:14][CH:15]=[CH:16][CH:17]=1)[CH:6]([CH3:8])[CH3:7])(=[O:19])[C:12]1[CH:17]=[CH:16][CH:15]=[CH:14][CH:13]=1. Procedure details: A process according to claim 1 wherein 2,2,4-trimethyl-1,3-pentanediol is transesterified with methyl benzoate to produce 2,2,4-trimethyl-1,3-pentanediol dibenzoate.